Dataset: the Open Reaction Database (ORD), a public repository of structured organic reaction records. Task: describe an organic reaction: reactants, conditions, products, and yield Reactants: O=C([O-])[O-], N#Cc1ccc(-c2ccco2)nc1OCC(N)=O, CN(C)C=O, CCOC(C)=O, [K+], [K+], O. Product: N#Cc1ccc(-c2ccco2)nc1N. As a reaction SMILES: [C:19](=[O:20])([O-:21])[O-:22].[C:1](#[N:2])[c:3]1[c:4]([O:14][CH2:15][C:16]([NH2:17])=[O:18])[n:5][c:6](-[c:9]2[o:10][cH:11][cH:12][cH:13]2)[cH:7][cH:8]1.[CH3:25][N:26]([CH3:27])[CH:28]=[O:29].[CH3:31][CH2:32][O:33][C:34](=[O:35])[CH3:36].[K+:23].[K+:24].[OH2:30]>>[C:1](#[N:2])[c:3]1[c:4]([NH2:26])[n:5][c:6](-[c:9]2[o:10][cH:11][cH:12][cH:13]2)[cH:7][cH:8]1. Starting materials: CN, Cc1ccc(C(=O)Cl)cc1C, C1CCOC1. The product is CNC(=O)c1ccc(C)c(C)c1. As a reaction SMILES: [CH3:1][NH2:2].[CH3:3][c:4]1[cH:5][c:6]([C:7](=[O:8])[Cl:9])[cH:10][cH:11][c:12]1[CH3:13].[O:14]1[CH2:15][CH2:16][CH2:17][CH2:18]1>>[CH3:1][NH:2][C:7]([c:6]1[cH:5][c:4]([CH3:3])[c:12]([CH3:13])[cH:11][cH:10]1)=[O:8].